Dataset: the Open Reaction Database (ORD), a public repository of structured organic reaction records. Task: describe an organic reaction: reactants, conditions, products, and yield The reactants are C(C1=CC=CC=C1)OC(=O)N[C@@H](CC(N)=O)C(=O)N[C@H]([C@@H](C(=O)O)O)CC1=CC=CC=C1 ((2S,3S)-3-(N2 -benzyloxycarbonyl-L-asparaginyl)amino-2-hydroxy-4-phenylbutyric acid), C(C)(C)(C)OC(=O)N(C([C@H]1NC[C@H](C1)Br)=O)C(C)(C)C ((4S)-N-t-butoxycarbonyl-4-bromo-N-t-butyl-L-prolinamide). Yields the product C(C1=CC=CC=C1)OC(=O)N[C@@H](CC(N)=O)C(=O)N[C@H]([C@@H](C(=O)N1[C@H](C(=O)NC(C)(C)C)C[C@@H](C1)Br)O)CC1=CC=CC=C1 ((4S)-1-[(2S,3S)-3-(N2 -Benzyloxycarbonyl-L-asparaginyl)amino-2-hydroxy-4-phenylbutyryl]-4-bromo-N-t-butyl-L-prolinamide). Reaction SMILES: [CH2:1]([O:8][C:9]([NH:11][C@H:12]([C:17]([NH:19][C@@H:20]([CH2:26][C:27]1[CH:32]=[CH:31][CH:30]=[CH:29][CH:28]=1)[C@H:21]([OH:25])[C:22](O)=[O:23])=[O:18])[CH2:13][C:14](=[O:16])[NH2:15])=[O:10])[C:2]1[CH:7]=[CH:6][CH:5]=[CH:4][CH:3]=1.C(OC([N:40]([C:49]([CH3:52])([CH3:51])[CH3:50])[C:41](=[O:48])[C@@H:42]1[CH2:46][C@H:45]([Br:47])[CH2:44][NH:43]1)=O)(C)(C)C>>[CH2:1]([O:8][C:9]([NH:11][C@H:12]([C:17]([NH:19][C@@H:20]([CH2:26][C:27]1[CH:28]=[CH:29][CH:30]=[CH:31][CH:32]=1)[C@H:21]([OH:25])[C:22]([N:43]1[CH2:44][C@@H:45]([Br:47])[CH2:46][C@H:42]1[C:41]([NH:40][C:49]([CH3:52])([CH3:51])[CH3:50])=[O:48])=[O:23])=[O:18])[CH2:13][C:14](=[O:16])[NH2:15])=[O:10])[C:2]1[CH:7]=[CH:6][CH:5]=[CH:4][CH:3]=1. Reported procedure: A procedure similar to that described in Example 1 was repeated, except that (2S,3S)-3-(N2 -benzyloxycarbonyl-L-asparaginyl)amino-2-hydroxy-4-phenylbutyric acid (prepared as described in Preparation 1) and (4S)-N-t-butoxycarbonyl-4-bromo-N-t-butyl-L-prolinamide (prepared as described in Preparation 8) were used as starting materials, in relative proportions similar to those used in that Example, to obtain the title compound as colorless powdery crystals, melting at 100°-105° C. The reactants are O=C([O-])[O-], CN(C)C=O, COc1cc(N2CCN(C(=O)CCl)CC2)ccc1Cl, Cc1[nH]nc(-c2cccnc2)c1Cl, [K+], [K+]. Yields the product COc1cc(N2CCN(C(=O)Cn3nc(-c4cccnc4)c(Cl)c3C)CC2)ccc1Cl. Reaction SMILES: [C:33](=[O:34])([O-:35])[O-:36].[CH3:39][N:40]([CH3:41])[CH:42]=[O:43].[Cl:14][CH2:15][C:16](=[O:17])[N:18]1[CH2:19][CH2:20][N:21]([c:24]2[cH:25][c:26]([O:31][CH3:32])[c:27]([Cl:30])[cH:28][cH:29]2)[CH2:22][CH2:23]1.[Cl:1][c:2]1[c:3](-[c:8]2[cH:9][n:10][cH:11][cH:12][cH:13]2)[n:4][nH:5][c:6]1[CH3:7].[K+:37].[K+:38]>>[Cl:1][c:2]1[c:3](-[c:8]2[cH:9][n:10][cH:11][cH:12][cH:13]2)[n:4][n:5]([CH2:15][C:16](=[O:17])[N:18]2[CH2:19][CH2:20][N:21]([c:24]3[cH:25][c:26]([O:31][CH3:32])[c:27]([Cl:30])[cH:28][cH:29]3)[CH2:22][CH2:23]2)[c:6]1[CH3:7]. The reactants are C(#N)C=1SC2=C(N1)C=CC(=C2C#N)/N=C/N(C)C ((E)-N′-(2,7-dicyanobenzo[d]thiazol-6-yl)-N,N-dimethylformimidamide), BrC1=CC(=C(N)C=C1)F (4-bromo-2-fluoroaniline), [K+].[Br-] (KBr). The solvent is C(Cl)Cl.CCOC(=O)C (DCM EtOAc). The product is BrC1=CC(=C(C=C1)NC1=NC=NC2=CC=C3C(=C12)SC(=N3)C#N)F (9-(4-Bromo-2-fluorophenylamino)thiazolo[5,4-f]quinazoline-2-carbonitrile). Yield: 30.0%. Reaction SMILES: [C:1]([C:3]1[S:4][C:5]2[C:11]([C:12]#[N:13])=[C:10](/[N:14]=[CH:15]/[N:16](C)C)[CH:9]=[CH:8][C:6]=2[N:7]=1)#[N:2].[Br:19][C:20]1[CH:26]=[CH:25][C:23](N)=[C:22]([F:27])[CH:21]=1.[K+].[Br-]>C(Cl)Cl.CCOC(C)=O>[Br:19][C:20]1[CH:26]=[CH:25][C:23]([NH:13][C:12]2[C:11]3[C:10](=[CH:9][CH:8]=[C:6]4[N:7]=[C:3]([C:1]#[N:2])[S:4][C:5]4=3)[N:14]=[CH:15][N:16]=2)=[C:22]([F:27])[CH:21]=1 |f:2.3,4.5|. Reported procedure: Prepared from VII and 4-bromo-2-fluoroaniline. Flash chromatography eluent (DCM-EtOAc, 8:2). Yield: 30%; brown solid; mp>260° C.; IR (KBr) νmax/cm−1 3325, 3053, 2230, 1649, 1614, 1582, 1556, 1499, 1462, 1380, 1351, 1250, 1154, 1132, 1052, 969, 904, 875, 817; 19F NMR (282 MHz, DMSO-d6) δ −119.9; 1H NMR (300 MHz, DMSO-d6) δ 8.55 (d, 1H, J=9.0 Hz), 8.26 (d, 1H, J=9.0 Hz), 7.78 (m, 1H), 7.55-7.52 (m, 1H), 7.38-7.25 (m, 2H); HRMS calcd for C16H8N5SBrF (M+H+): 399.9668, found 399.9662. Starting materials: OCC1=NC=CC(=C1C)SCCCCS (2-hydroxymethyl-4-(4-mercaptobutylthio)-3-methylpyridine), [H-].[Na+] (sodium hydride), ClCCN1C(=NC=C1[N+](=O)[O-])C (1-(2-chloroethyl)-2-methyl-5-nitroimidazole). The solvent is ice water, C(C)(=O)O (acetic acid), CN(C)C=O (DMF), CN(C)C=O (DMF). The product is OCC1=NC=CC(=C1C)SCCCCSCCN1C(=NC=C1[N+](=O)[O-])C (2-Hydroxymethyl-3-methyl-4-{4-[2-(2-methyl-5-nitroimidazol-1-yl)ethylthio]butylthio}pyridine). As a reaction SMILES: [H-].[Na+].[OH:3][CH2:4][C:5]1[C:10]([CH3:11])=[C:9]([S:12][CH2:13][CH2:14][CH2:15][CH2:16][SH:17])[CH:8]=[CH:7][N:6]=1.Cl[CH2:19][CH2:20][N:21]1[C:25]([N+:26]([O-:28])=[O:27])=[CH:24][N:23]=[C:22]1[CH3:29]>CN(C=O)C.C(O)(=O)C>[OH:3][CH2:4][C:5]1[C:10]([CH3:11])=[C:9]([S:12][CH2:13][CH2:14][CH2:15][CH2:16][S:17][CH2:19][CH2:20][N:21]2[C:25]([N+:26]([O-:28])=[O:27])=[CH:24][N:23]=[C:22]2[CH3:29])[CH:8]=[CH:7][N:6]=1 |f:0.1|. Procedure details: 0.43 g (15 mmol) of sodium hydride are initially introduced in 25 ml of DMF with ice-cooling. 3.33 g (13.7 mmol) of 2-hydroxymethyl-4-(4-mercaptobutylthio)-3-methylpyridine are added. After the evolution of gas has ended, 2.62 g (13.7 mmol) of 1-(2-chloroethyl)-2-methyl-5-nitroimidazole in 10 ml of DMF are added dropwise. The mixture is stirred with ice- cooling for 1 h. It is then diluted with 200 ml of ice-water and neutralized with acetic acid. The mixture is extracted 3 times with dichlorome... The reactants are CN(C(=O)c1ccc(C2CCCCC2)cc1)c1ccc(N2CCC(Br)C2=O)cc1, CN. Yields the product CNC1CCN(c2ccc(N(C)C(=O)c3ccc(C4CCCCC4)cc3)cc2)C1=O. RXN SMILES: [Br:1][CH:2]1[C:3](=[O:29])[N:4]([c:7]2[cH:8][cH:9][c:10]([N:13]([C:14]([c:15]3[cH:16][cH:17][c:18]([CH:21]4[CH2:22][CH2:23][CH2:24][CH2:25][CH2:26]4)[cH:19][cH:20]3)=[O:27])[CH3:28])[cH:11][cH:12]2)[CH2:5][CH2:6]1.[CH3:30][NH2:31]>>[CH:2]1([NH:31][CH3:30])[C:3](=[O:29])[N:4]([c:7]2[cH:8][cH:9][c:10]([N:13]([C:14]([c:15]3[cH:16][cH:17][c:18]([CH:21]4[CH2:22][CH2:23][CH2:24][CH2:25][CH2:26]4)[cH:19][cH:20]3)=[O:27])[CH3:28])[cH:11][cH:12]2)[CH2:5][CH2:6]1.